This data is from the Open Reaction Database (ORD), a public repository of structured organic reaction records. The task is: describe an organic reaction: reactants, conditions, products, and yield Starting materials: Cl (Hydrochloric acid), CC=1C=C(C=O)C=CC1O (3-Methyl-4-hydroxybenzaldehyde), C(CC(=O)O)(=O)O (malonic acid), N1CCCCC1 (piperidine). Solvent: N1=CC=CC=C1 (pyridine), O (water). Conditions: temperature 60 celsius, time 22 hour. The product is CC=1C=C(C=CC(=O)O)C=CC1O (3-methyl-4-hydroxycinnamic acid). Isolated yield 83.9%. Reaction SMILES: [CH3:1][C:2]1[CH:3]=[C:4]([CH:7]=[CH:8][C:9]=1[OH:10])[CH:5]=O.C(O)(=O)[CH2:12][C:13]([OH:15])=[O:14].N1CCCCC1.Cl>O.N1C=CC=CC=1>[CH3:1][C:2]1[CH:3]=[C:4]([CH:7]=[CH:8][C:9]=1[OH:10])[CH:5]=[CH:12][C:13]([OH:15])=[O:14]. Procedure details: 3-Methyl-4-hydroxybenzaldehyde (794 mg, 5.83 mmol), malonic acid (911 mg, 8.75 mmol) and piperidine (144 μl) were added to pyridine (5 ml), and the mixture was stirred at 60° C. for 22 hours under an argon atmosphere. The reaction mixture was allowed to cool to room temperature, and water (20 ml) was added. 6N Hydrochloric acid was added to allow precipitation of a solid. The precipitated solid was collected by filtration, and the filtrate was washed with water and dried under reduced pressure. ... Starting materials: CC(=O)OCC(=O)Nc1nc(-c2ccc(Br)cc2)cs1, ClCCl, CO, [K+], [K+], O=C([O-])[O-]. Yields the product O=C(CO)Nc1nc(-c2ccc(Br)cc2)cs1. Reaction SMILES: [C:1](=[O:2])([CH3:3])[O:4][CH2:5][C:6](=[O:7])[NH:8][c:9]1[s:10][cH:11][c:12](-[c:14]2[cH:15][cH:16][c:17]([Br:20])[cH:18][cH:19]2)[n:13]1.[CH2:27]([Cl:28])[Cl:29].[CH3:30][OH:31].[K+:21].[K+:22].[O-:23][C:24]([O-:25])=[O:26]>>[OH:4][CH2:5][C:6](=[O:7])[NH:8][c:9]1[s:10][cH:11][c:12](-[c:14]2[cH:15][cH:16][c:17]([Br:20])[cH:18][cH:19]2)[n:13]1. The reactants are C1(CC1)C=1C=C(C(=NC1)N1CCN(CC1)C(=O)C1=CC=C(C=C1)N1C(OC[C@H]1CO)=O)C ((R)-3-{4-[4-(5-cyclopropyl-3-methylpyridin-2-yl)piperazine-1-carbonyl]phenyl}-4-hydroxymethyloxazolidin-2-one), BrCCOC (1-bromo-2-methoxyethane). Yields the product C1(CC1)C=1C=C(C(=NC1)N1CCN(CC1)C(=O)C1=CC=C(C=C1)N1C(OC[C@H]1COCCOC)=O)C ((R)-3-{4-[4-(5-cyclopropyl-3-methylpyridin-2-yl)piperazine-1-carbonyl]phenyl}-4-(2-methoxyethoxymethyl)oxazolidin-2-one). Isolated yield 43.5%. RXN SMILES: [CH:1]1([C:4]2[CH:5]=[C:6]([CH3:32])[C:7]([N:10]3[CH2:15][CH2:14][N:13]([C:16]([C:18]4[CH:23]=[CH:22][C:21]([N:24]5[C@H:28]([CH2:29][OH:30])[CH2:27][O:26][C:25]5=[O:31])=[CH:20][CH:19]=4)=[O:17])[CH2:12][CH2:11]3)=[N:8][CH:9]=2)[CH2:3][CH2:2]1.Br[CH2:34][CH2:35][O:36][CH3:37]>>[CH:1]1([C:4]2[CH:5]=[C:6]([CH3:32])[C:7]([N:10]3[CH2:11][CH2:12][N:13]([C:16]([C:18]4[CH:19]=[CH:20][C:21]([N:24]5[C@H:28]([CH2:29][O:30][CH2:34][CH2:35][O:36][CH3:37])[CH2:27][O:26][C:25]5=[O:31])=[CH:22][CH:23]=4)=[O:17])[CH2:14][CH2:15]3)=[N:8][CH:9]=2)[CH2:2][CH2:3]1. Procedure: By reaction and treatment in the same manner as in Preparation Example 93 and using (R)-3-{4-[4-(5-cyclopropyl-3-methylpyridin-2-yl)piperazine-1-carbonyl]phenyl}-4-hydroxymethyloxazolidin-2-one (655 mg) described in Example 299 and 1-bromo-2-methoxyethane (250 mg), the title compound (323 mg) was obtained. The reactants are C(C1=CC=CC=C1)N1CCC(CC1)CC=O (1-benzyl-4-formylmethylpiperidine), [Cl-].[NH4+] (ammonium chloride), FC1=CC=C(C=C1)[Mg]Br (4-fluorophenyl-magnesium bromide), CCOCC (ether). Run in O1CCCC1 (tetrahydrofuran), O1CCCC1 (tetrahydrofuran). Yields the product C(C1=CC=CC=C1)N1CCC(CC1)CC(O)C1=CC=C(C=C1)F (1-Benzyl-4-(2'-(4''-Fluorophenyl)-2'-hydroxyethyl)piperidine). As a reaction SMILES: [F:1][C:2]1[CH:7]=[CH:6][C:5]([Mg]Br)=[CH:4][CH:3]=1.CCOCC.[CH2:15]([N:22]1[CH2:27][CH2:26][CH:25]([CH2:28][CH:29]=[O:30])[CH2:24][CH2:23]1)[C:16]1[CH:21]=[CH:20][CH:19]=[CH:18][CH:17]=1.[Cl-].[NH4+]>O1CCCC1>[CH2:15]([N:22]1[CH2:27][CH2:26][CH:25]([CH2:28][CH:29]([C:5]2[CH:6]=[CH:7][C:2]([F:1])=[CH:3][CH:4]=2)[OH:30])[CH2:24][CH2:23]1)[C:16]1[CH:21]=[CH:20][CH:19]=[CH:18][CH:17]=1 |f:3.4|. Procedure details: A mixture of a solution of 4-fluorophenyl-magnesium bromide in ether (2 M, 12.5 mL, 25 mmol) and anhydrous tetrahydrofuran (25 mL) was stirred at ambient temperature under a nitrogen atmosphere. A solution of 1-benzyl-4-formylmethylpiperidine (3.6 g, 16.6 mmol) in anhydrous tetrahydrofuran (25 mL) was added dropwise. The reaction mixture was stirred for 19 hours, then it was poured onto a saturated ammonium chloride solution, mixed and extracted three times with ethyl acetate (50 mL). The combin... The product is N=C1NC=C2N1C(=CC(=C2)C(=O)OCC)OC (Ethyl 3-imino-5-methoxy-2,3-dihydroimidazo[1,5-a]pyridine-7-carboxylate). The yield is 15.7%. Reaction SMILES: [CH2:1]([O:3][C:4]([C:6]1[CH:11]=[C:10]([O:12][CH3:13])[N:9]=[C:8]([CH2:14][NH:15][C:16]([NH:18]C(OCC2C3C=CC=CC=3C3C2=CC=CC=3)=O)=S)[CH:7]=1)=[O:5])[CH3:2].C1CCC(N=C=NC2CCCCC2)CC1>C1(C)C=CC=CC=1>[NH:18]=[C:16]1[N:9]2[C:10]([O:12][CH3:13])=[CH:11][C:6]([C:4]([O:3][CH2:1][CH3:2])=[O:5])=[CH:7][C:8]2=[CH:14][NH:15]1. Starting materials: C(C)OC(=O)C1=CC(=NC(=C1)OC)CNC(=S)NC(=O)OCC1C2=CC=CC=C2C=2C=CC=CC12 (N-(4-Ethoxycarbonyl-6-methoxypyridin-2-ylmethyl)-N′-(fluoren-9-ylmethyloxycarbonyl)thiourea), C1CCC(CC1)N=C=NC2CCCCC2 (DCC). Run at time 8 hour. Reported procedure: 1.17 g (2.38 mmol) of N-(4-ethoxycarbonyl-6-methoxypyridin-2-ylmethyl)-N′-(fluoren-9-ylmethyloxycarbonyl)thiourea (20e) were treated with 491 mg (2.38 mmol) of DCC in 25 ml of toluene and refluxed for six hours. After standing overnight at RT, the mixture was freed from the solvent and the residue was chromatographed on silica gel (heptane/ethyl acetate 75:25→ethyl acetate/methanol 90:10), it being possible to isolate 88 mg of the title compound. Solvent: C1(=CC=CC=C1)C (toluene). Starting materials: CCN(C(C)C)C(C)C, COc1cc2ncnc(Nc3cccc(Cl)c3F)c2cc1CCl, CCNC1(C(N)=O)CN(C(=O)OC(C)(C)C)C1, CN(C)C=O. RXN SMILES: [CH:41]([N:42]([CH:43]([CH3:44])[CH3:45])[CH2:46][CH3:47])([CH3:48])[CH3:49].[Cl:1][c:2]1[c:3]([F:23])[c:4]([NH:8][c:9]2[n:10][cH:11][n:12][c:13]3[cH:14][c:15]([O:21][CH3:22])[c:16]([CH2:19][Cl:20])[cH:17][c:18]23)[cH:5][cH:6][cH:7]1.[NH2:24][C:25](=[O:26])[C:27]1([NH:38][CH2:39][CH3:40])[CH2:28][N:29]([C:31](=[O:32])[O:33][C:34]([CH3:35])([CH3:36])[CH3:37])[CH2:30]1.[O:50]=[CH:51][N:52]([CH3:53])[CH3:54]>>[Cl:1][c:2]1[c:3]([F:23])[c:4]([NH:8][c:9]2[n:10][cH:11][n:12][c:13]3[cH:14][c:15]([O:21][CH3:22])[c:16]([CH2:19][N:38]([C:27]4([C:25]([NH2:24])=[O:26])[CH2:28][N:29]([C:31](=[O:32])[O:33][C:34]([CH3:35])([CH3:36])[CH3:37])[CH2:30]4)[CH2:39][CH3:40])[cH:17][c:18]23)[cH:5][cH:6][cH:7]1. The product is CCN(Cc1cc2c(Nc3cccc(Cl)c3F)ncnc2cc1OC)C1(C(N)=O)CN(C(=O)OC(C)(C)C)C1. Starting materials: [Co] (cobalt), [Ni] (nickel), [N+](=O)([O-])[O-].[Co+2].[N+](=O)([O-])[O-] (cobalt nitrate). Product: [N+](=O)([O-])[O-].[Co+2].[N+](=O)([O-])[O-] (cobalt nitrate), [Co].[Ni] (nickel-cobalt). RXN SMILES: [Co:1].[Ni:2].[N+:3]([O-:6])([O-:5])=[O:4].[Co+2].[N+:8]([O-:11])([O-:10])=[O:9]>>[N+:3]([O-:6])([O-:5])=[O:4].[Co+2:1].[N+:8]([O-:11])([O-:10])=[O:9].[Co:1].[Ni:2] |f:2.3.4,5.6.7,8.9|. Procedure details: 62.5 g of carboxymethyl cellulose was added to 2.5 liters of distilled water and the mixture was kneaded and deaerated to obtain a binder solution. To this binder solution was added 2.5 kg of nickel powder of about 3 μm in average particle size and the mixture was further kneaded and deaerated to obtain a slurry. A wire gauze of 40 meshes was passed through this slurry solution to deposit the slurry thereon and then this wire gauze was passed through a slit to adjust thickness and dried. Thereaf... Starting materials: NC1=C(C(=NC2=CC=CC(=C12)OC[C@H](CC)N)C)C(=O)OCC ((S)-ethyl 4-amino-5-(2-aminobutoxy)-2-methylquinoline-3-carboxylate), OC=1C=C(C(=O)O)C=C(C1)O (3,5-dihydroxybenzoic acid). Yields the product NC1=C(C(=NC2=CC=CC(=C12)OC[C@H](CC)NC(C1=CC(=CC(=C1)O)O)=O)C)C(=O)OCC ((S)-ethyl 4-amino-5-(2-(3,5-dihydroxybenzamido)butoxy)-2-methyl-quinoline-3-carboxylate). As a reaction SMILES: [NH2:1][C:2]1[C:11]2[C:6](=[CH:7][CH:8]=[CH:9][C:10]=2[O:12][CH2:13][C@@H:14]([NH2:17])[CH2:15][CH3:16])[N:5]=[C:4]([CH3:18])[C:3]=1[C:19]([O:21][CH2:22][CH3:23])=[O:20].[OH:24][C:25]1[CH:26]=[C:27]([CH:31]=[C:32]([OH:34])[CH:33]=1)[C:28](O)=[O:29]>>[NH2:1][C:2]1[C:11]2[C:6](=[CH:7][CH:8]=[CH:9][C:10]=2[O:12][CH2:13][C@@H:14]([NH:17][C:28](=[O:29])[C:27]2[CH:26]=[C:25]([OH:24])[CH:33]=[C:32]([OH:34])[CH:31]=2)[CH2:15][CH3:16])[N:5]=[C:4]([CH3:18])[C:3]=1[C:19]([O:21][CH2:22][CH3:23])=[O:20]. Procedure details: Prepared as in Example 24a from (S)-ethyl 4-amino-5-(2-aminobutoxy)-2-methylquinoline-3-carboxylate (Example 97b) and 3,5-dihydroxybenzoic acid as brown solid (37%). MS 454 (MH+).